From a dataset of the Open Reaction Database (ORD), a public repository of structured organic reaction records. describe an organic reaction: reactants, conditions, products, and yield Starting materials: [OH-].[Na+] (sodium hydroxide), Cl.FC1=CC=C(C=C1)[C@@H]1CNCC[C@H]1C(=O)OC (Methyl (3R*,4R*)-3-(4-fluorophenyl)piperidine-4-carboxylate hydrochloride salt), C1(=CC=CC=C1)CC=O (phenylacetaldehyde), C(C)(=O)[O-].[Na+] (sodium acetate), C(C)(=O)O[BH-](OC(C)=O)OC(C)=O.[Na+] (sodium triacetoxyborohydride). Solvent: ClCCCl (1,2-dichloroethane). Reaction conditions: time 18 hour. The product is FC1=CC=C(C=C1)[C@@H]1CN(CC[C@H]1C(=O)OC)CCC1=CC=CC=C1 (Methyl (3R*,4R*)-3-(4-fluorophenyl)-1-phenethyl-piperidine-4-carboxylate). Reaction SMILES: Cl.[F:2][C:3]1[CH:8]=[CH:7][C:6]([C@H:9]2[C@H:14]([C:15]([O:17][CH3:18])=[O:16])[CH2:13][CH2:12][NH:11][CH2:10]2)=[CH:5][CH:4]=1.[C:19]1([CH2:25][CH:26]=O)[CH:24]=[CH:23][CH:22]=[CH:21][CH:20]=1.C([O-])(=O)C.[Na+].C(O[BH-](OC(=O)C)OC(=O)C)(=O)C.[Na+].[OH-].[Na+]>ClCCCl>[F:2][C:3]1[CH:8]=[CH:7][C:6]([C@H:9]2[C@H:14]([C:15]([O:17][CH3:18])=[O:16])[CH2:13][CH2:12][N:11]([CH2:26][CH2:25][C:19]3[CH:24]=[CH:23][CH:22]=[CH:21][CH:20]=3)[CH2:10]2)=[CH:5][CH:4]=1 |f:0.1,3.4,5.6,7.8|. Procedure details: The product from step A (770 mg, 2.81 mmol) in 1,2-dichloroethane (10 mL) was treated at rt with phenylacetaldehyde (0.987 mL, 8.44 mmol), sodium acetate (231 mg, 2.81 mmol) and sodium triacetoxyborohydride (1.79 g, 8.44 mmol). The mixture was stirred at rt for approximately 18 h, then poured into 1 M sodium hydroxide (10 mL) and extracted with ethyl acetate. The combined organic portions were dried with anhydrous sodium sulfate, filtered, and the filtrate was concentrated. The resulting residue... The reactants are CC(=O)[O-], CCOCC, ClCCl, [K+], O=[Cr](=O)([O-])Cl, COc1ccc2cccc(C(O)CNC(C)=O)c2c1, c1cc[nH+]cc1. Product: COc1ccc2cccc(C(=O)CNC(C)=O)c2c1. Reaction SMILES: [CH3:21][C:22](=[O:23])[O-:24].[CH3:39][CH2:40][O:41][CH2:42][CH3:43].[Cl:36][CH2:37][Cl:38].[K+:20].[O:25]=[Cr:26]([Cl:27])([O-:28])=[O:29].[OH:1][CH:2]([CH2:3][NH:4][C:5]([CH3:6])=[O:7])[c:8]1[cH:9][cH:10][cH:11][c:12]2[cH:13][cH:14][c:15]([O:18][CH3:19])[cH:16][c:17]12.[nH+:30]1[cH:31][cH:32][cH:33][cH:34][cH:35]1>>[O:1]=[C:2]([CH2:3][NH:4][C:5]([CH3:6])=[O:7])[c:8]1[cH:9][cH:10][cH:11][c:12]2[cH:13][cH:14][c:15]([O:18][CH3:19])[cH:16][c:17]12.